This data is from the Open Reaction Database (ORD), a public repository of structured organic reaction records. The task is: describe an organic reaction: reactants, conditions, products, and yield Run at time 18 hour. Yields the product ClC1=NC(=C2N=CN(C2=N1)[C@H]1[C@@H]([C@@H]([C@H](C1)NC(CCC1=CC=CC=C1)=O)O)O)NCC(C1=CC=CC=C1)C1=CC=CC=C1 (N-{(1S,2R,3S,4R)-4-[2-Chloro-6-(2,2-diphenyl-ethylamino)-purin-9-yl]-2,3-dihydroxy-cyclopentyl}-3-phenyl-propionamide). Starting materials: Cl.N[C@@H]1[C@H]([C@H]([C@@H](C1)N1C2=NC(=NC(=C2N=C1)NCC(C1=CC=CC=C1)C1=CC=CC=C1)Cl)O)O ((1S,2R,3S,5R)-3-amino-5-[2-chloro-6-(2,2-diphenyl-ethylamino)-purin-9-yl]-cyclopentane-1,2-diol hydrochloride), ClC1=NC(=C2N=CNC2=N1)NCC(C1=CC=CC=C1)C1=CC=CC=C1 ((2-Chloro-9H-purin-6-yl)-(2,2-diphenyl-ethyl)-amine), C(C)(C)N(CC)C(C)C (diisopropylethylamine), C1(=CC=CC=C1)CCC(=O)Cl (3-phenyl-propionyl chloride). Reaction SMILES: Cl.[NH2:2][C@H:3]1[CH2:7][C@@H:6]([N:8]2[CH:16]=[N:15][C:14]3[C:9]2=[N:10][C:11]([Cl:32])=[N:12][C:13]=3[NH:17][CH2:18][CH:19]([C:26]2[CH:31]=[CH:30][CH:29]=[CH:28][CH:27]=2)[C:20]2[CH:25]=[CH:24][CH:23]=[CH:22][CH:21]=2)[C@H:5]([OH:33])[C@@H:4]1[OH:34].ClC1N=C2C(N=CN2)=C(NCC(C2C=CC=CC=2)C2C=CC=CC=2)N=1.C(N(C(C)C)CC)(C)C.[C:69]1([CH2:75][CH2:76][C:77](Cl)=[O:78])[CH:74]=[CH:73][CH:72]=[CH:71][CH:70]=1>C1COCC1>[Cl:32][C:11]1[N:10]=[C:9]2[C:14]([N:15]=[CH:16][N:8]2[C@@H:6]2[CH2:7][C@H:3]([NH:2][C:77](=[O:78])[CH2:76][CH2:75][C:69]3[CH:74]=[CH:73][CH:72]=[CH:71][CH:70]=3)[C@@H:4]([OH:34])[C@H:5]2[OH:33])=[C:13]([NH:17][CH2:18][CH:19]([C:26]2[CH:27]=[CH:28][CH:29]=[CH:30][CH:31]=2)[C:20]2[CH:25]=[CH:24][CH:23]=[CH:22][CH:21]=2)[N:12]=1 |f:0.1|. Run in C1CCOC1 (THF). Procedure details: A solution of (1S,2R,3S,5R)-3-amino-5-[2-chloro-6-(2,2-diphenyl-ethylamino)-purin-9-yl]-cyclopentane-1,2-diol hydrochloride (an intermediate for preparing the compound of Example 22) (100 mg, 0.2 mmol) in dry THF (1 ml) is treated with diisopropylethylamine (0.17 ml, 1 mmol) and 3-phenyl-propionyl chloride (0.03 ml, 0.2 mmol) and the mixture is stirred at room temperature for 18 hours. The solvent is removed under reduced pressure and the residue is dissolved in dichloromethane (2 ml) and washed... The reactants are Nc1ccn2nc(Br)nc2c1, CCOC(=O)c1cnn(C)c1C(=O)O, CCCP(=O)(O)O, CCN(C(C)C)C(C)C, C1CCOC1. Yields the product CCOC(=O)c1cnn(C)c1C(=O)Nc1ccn2nc(Br)nc2c1. As a reaction SMILES: [Br:1][c:2]1[n:3][n:4]2[c:5]([cH:6][c:7]([NH2:10])[cH:8][cH:9]2)[n:11]1.[CH2:12]([CH3:13])[O:14][C:15](=[O:16])[c:17]1[cH:18][n:19][n:20]([CH3:25])[c:21]1[C:22](=[O:23])[OH:24].[CH2:26]([P:27]([OH:28])([OH:29])=[O:30])[CH2:31][CH3:32].[CH:33]([N:34]([CH2:35][CH3:36])[CH:37]([CH3:38])[CH3:39])([CH3:40])[CH3:41].[O:42]1[CH2:43][CH2:44][CH2:45][CH2:46]1>>[Br:1][c:2]1[n:3][n:4]2[c:5]([cH:6][c:7]([NH:10][C:22]([c:21]3[c:17]([C:15]([O:14][CH2:12][CH3:13])=[O:16])[cH:18][n:19][n:20]3[CH3:25])=[O:23])[cH:8][cH:9]2)[n:11]1. Reactants: O=C1CCC(=O)N1Br, COCOc1cc(CC(=O)OC)c(C(=O)c2ccc(OC)cc2)c(OCOC)c1, CN(C)C=O, O. The product is COCOc1cc(OCOC)c(C(=O)c2ccc(OC)cc2)c(CC(=O)OC)c1Br. Reaction SMILES: [Br:30][N:31]1[C:32](=[O:33])[CH2:34][CH2:35][C:36]1=[O:37].[CH3:1][O:2][CH2:3][O:4][c:5]1[c:6]([C:20]([c:21]2[cH:22][cH:23][c:24]([O:27][CH3:28])[cH:25][cH:26]2)=[O:29])[c:7]([CH2:15][C:16](=[O:17])[O:18][CH3:19])[cH:8][c:9]([O:11][CH2:12][O:13][CH3:14])[cH:10]1.[CH3:39][N:40]([CH3:41])[CH:42]=[O:43].[OH2:38]>>[CH3:1][O:2][CH2:3][O:4][c:5]1[c:6]([C:20]([c:21]2[cH:22][cH:23][c:24]([O:27][CH3:28])[cH:25][cH:26]2)=[O:29])[c:7]([CH2:15][C:16](=[O:17])[O:18][CH3:19])[c:8]([Br:30])[c:9]([O:11][CH2:12][O:13][CH3:14])[cH:10]1. The reactants are N#CCCOC(=O)CCC1(c2ccc(F)cc2)OCCO1, CC(=O)O, CCO, O=[Pt]. The product is NCCCOC(=O)CCC1(c2ccc(F)cc2)OCCO1. Reaction SMILES: [C:1](#[N:2])[CH2:3][CH2:4][O:5][C:6](=[O:7])[CH2:8][CH2:9][C:10]1([c:15]2[cH:16][cH:17][c:18]([F:21])[cH:19][cH:20]2)[O:11][CH2:12][CH2:13][O:14]1.[CH3:22][C:23](=[O:24])[OH:25].[CH3:28][CH2:29][OH:30].[Pt:26]=[O:27]>>[CH2:1]([NH2:2])[CH2:3][CH2:4][O:5][C:6](=[O:7])[CH2:8][CH2:9][C:10]1([c:15]2[cH:16][cH:17][c:18]([F:21])[cH:19][cH:20]2)[O:11][CH2:12][CH2:13][O:14]1. Reactants: ClC=1C=C(C=C(C1)Cl)C1=CC=C2C=CC3=C(C=CC4=CC=C1C2=C34)C3=CC=C(C=C3)C (1-(3,5-dichlorophenyl)-6-(4-methylphenyl)pyrene), C1=C(C=CC2=CC=CC=C12)B(O)O (2-naphthylboronic acid), C([O-])([O-])=O.[Cs+].[Cs+] (cesium carbonate), (tris-t-butylphosphine)tetrafluoroborate, O1CCOCC1 (1,4-dioxane). Reagents/catalysts: C=1C=CC(=CC1)/C=C/C(=O)/C=C/C2=CC=CC=C2.C=1C=CC(=CC1)/C=C/C(=O)/C=C/C2=CC=CC=C2.[Pd] (bis(dibenzylideneacetone)palladium(0)). Run in O (water). Reaction conditions: temperature 90 celsius, time 4 hour. The product is ClC=1C=C(C=C(C1)C1=CC2=CC=CC=C2C=C1)C1=CC=C2C=CC3=C(C=CC4=CC=C1C2=C34)C3=CC=C(C=C3)C (1-{3-chloro-5-(2-naphthyl)phenyl}-6-(4-methylphenyl)pyrene). The yield is 37.6%. RXN SMILES: Cl[C:2]1[CH:3]=[C:4]([C:9]2[C:22]3[C:23]4=[C:24]5[C:19](=[CH:20][CH:21]=3)[CH:18]=[CH:17][C:16]([C:25]3[CH:30]=[CH:29][C:28]([CH3:31])=[CH:27][CH:26]=3)=[C:15]5[CH:14]=[CH:13][C:12]4=[CH:11][CH:10]=2)[CH:5]=[C:6]([Cl:8])[CH:7]=1.[CH:32]1[C:41]2[C:36](=[CH:37][CH:38]=[CH:39][CH:40]=2)[CH:35]=[CH:34][C:33]=1B(O)O.C(=O)([O-])[O-].[Cs+].[Cs+].O1CCOCC1>C1C=CC(/C=C/C(/C=C/C2C=CC=CC=2)=O)=CC=1.C1C=CC(/C=C/C(/C=C/C2C=CC=CC=2)=O)=CC=1.[Pd].O>[Cl:8][C:6]1[CH:5]=[C:4]([C:9]2[C:22]3[C:23]4=[C:24]5[C:19](=[CH:20][CH:21]=3)[CH:18]=[CH:17][C:16]([C:25]3[CH:30]=[CH:29][C:28]([CH3:31])=[CH:27][CH:26]=3)=[C:15]5[CH:14]=[CH:13][C:12]4=[CH:11][CH:10]=2)[CH:3]=[C:2]([C:34]2[CH:33]=[CH:32][C:41]3[C:36](=[CH:37][CH:38]=[CH:39][CH:40]=3)[CH:35]=2)[CH:7]=1 |f:2.3.4,6.7.8|. Reported procedure: A mixed solution of 0.88 g of 1-(3,5-dichlorophenyl)-6-(4-methylphenyl)pyrene, 0.35 g of 2-naphthylboronic acid, 2.9 g of cesium carbonate, 58 mg of (tris-t-butylphosphine)tetrafluoroborate, 0.12 g of bis(dibenzylideneacetone)palladium(0) and 20 ml of 1,4-dioxane was heated and stirred under a nitrogen gas stream at 90° C. for 4 hours. The solution was cooled to room temperature and 50 ml of water was poured into the solution, followed by extraction with 100 ml of dichloromethane. The organic la... Reactants: CC(=O)O[BH-](OC(C)=O)OC(C)=O, O=CCCc1ccc(Cl)c(C(=O)NCC23CC4CC(CC(C4)C2)C3)c1, ClCCl, NCCCO, [Na+]. Yields the product O=C(NCC12CC3CC(CC(C3)C1)C2)c1cc(CCCNCCCO)ccc1Cl. As a reaction SMILES: [C:1]([O:2][BH-:3]([O:4][C:5](=[O:6])[CH3:7])[O:8][C:9](=[O:10])[CH3:11])(=[O:12])[CH3:13].[Cl:15][c:16]1[c:17]([C:18](=[O:19])[NH:20][CH2:21][C:22]23[CH2:23][CH:24]4[CH2:25][CH:26]([CH2:27][CH:28]([CH2:29]2)[CH2:30]4)[CH2:31]3)[cH:32][c:33]([CH2:36][CH2:37][CH:38]=[O:39])[cH:34][cH:35]1.[Cl:45][CH2:46][Cl:47].[NH2:40][CH2:41][CH2:42][CH2:43][OH:44].[Na+:14]>>[Cl:15][c:16]1[c:17]([C:18](=[O:19])[NH:20][CH2:21][C:22]23[CH2:23][CH:24]4[CH2:25][CH:26]([CH2:27][CH:28]([CH2:29]2)[CH2:30]4)[CH2:31]3)[cH:32][c:33]([CH2:36][CH2:37][CH2:38][NH:40][CH2:41][CH2:42][CH2:43][OH:44])[cH:34][cH:35]1.